This data is from the Open Reaction Database (ORD), a public repository of structured organic reaction records. The task is: describe an organic reaction: reactants, conditions, products, and yield As a reaction SMILES: [Br:11][CH2:12][CH2:13][CH2:14][CH2:15][CH2:16][CH2:17][CH2:18][Br:19].[Br:1][c:2]1[cH:3][c:4]([CH3:10])[c:5]([OH:9])[c:6]([CH3:8])[cH:7]1.[C:20](=[O:21])([O-:22])[O-:23].[CH2:32]([Cl:33])[Cl:34].[CH3:27][N:28]([CH3:29])[CH:30]=[O:31].[K+:24].[K+:25].[OH2:26]>>[Br:1][c:2]1[cH:3][c:4]([CH3:10])[c:5]([O:9][CH2:18][CH2:17][CH2:16][CH2:15][CH2:14][CH2:13][CH2:12][Br:11])[c:6]([CH3:8])[cH:7]1. Reactants: BrCCCCCCCBr, Cc1cc(Br)cc(C)c1O, O=C([O-])[O-], ClCCl, CN(C)C=O, [K+], [K+], O. Yields the product Cc1cc(Br)cc(C)c1OCCCCCCCBr. Starting materials: S1N=C(C2=C1C=CC=C2)N2CCN(CC2)CCC=2C=C1CC(NC1=CC2Cl)=O (5-(2-(4-(1,2-benzisothiazol-3-yl)-1-piperazinyl)ethyl)-6-chloro-1,3-dihydro-2H-indol-2-one), ClCCl (dichloromethane), anhydrous solution, Cl (hydrogen chloride). Run in C(C)(C)O (isopropanol). Reaction conditions: temperature 22.5 celsius, time 10 minute. Product: C=1C=CC2=C(C1)C(=NS2)N3CCN(CC3)CCC=4C=C5C(=CC4Cl)NC(=O)C5.Cl (ziprasidone hydrochloride). As a reaction SMILES: [S:1]1[C:5]2[CH:6]=[CH:7][CH:8]=[CH:9][C:4]=2[C:3]([N:10]2[CH2:15][CH2:14][N:13]([CH2:16][CH2:17][C:18]3[CH:19]=[C:20]4[C:24](=[CH:25][C:26]=3[Cl:27])[NH:23][C:22](=[O:28])[CH2:21]4)[CH2:12][CH2:11]2)=[N:2]1.[Cl:29]CCl.Cl>C(O)(C)C>[CH:8]1[CH:7]=[CH:6][C:5]2[S:1][N:2]=[C:3]([N:10]3[CH2:11][CH2:12][N:13]([CH2:16][CH2:17][C:18]4[CH:19]=[C:20]5[CH2:21][C:22](=[O:28])[NH:23][C:24]5=[CH:25][C:26]=4[Cl:27])[CH2:14][CH2:15]3)[C:4]=2[CH:9]=1.[ClH:29] |f:4.5|. Reported procedure: To a flask equipped with magnetic stirrer, thermometer and nitrogen inlet was added 5-(2-(4-(1,2-benzisothiazol-3-yl)-1-piperazinyl)ethyl)-6-chloro-1,3-dihydro-2H-indol-2-one free base (5.0 g) and dichloromethane (100 mL) and the suspension was stirred at 20-25° C. under nitrogen. A 20.5% anhydrous solution of hydrogen chloride in isopropanol (6.45 g) was added and the mixture was stirred for about 2 h. The product was collected by filtration on a Buchner funnel. The filter cake is rinsed with 3... The reactants are N#Cc1cccc(-c2nc3ncccc3o2)c1, CC(=O)O. The product is NCc1cccc(-c2nc3ncccc3o2)c1. Reaction SMILES: [C:1](#[N:2])[c:3]1[cH:4][c:5](-[c:9]2[o:10][c:11]3[c:12]([n:13][cH:14][cH:15][cH:16]3)[n:17]2)[cH:6][cH:7][cH:8]1.[CH3:18][C:19](=[O:20])[OH:21]>>[CH2:1]([NH2:2])[c:3]1[cH:4][c:5](-[c:9]2[o:10][c:11]3[c:12]([n:13][cH:14][cH:15][cH:16]3)[n:17]2)[cH:6][cH:7][cH:8]1. Reactants: O[C@H]1[C@@H](OC([C@@H]([C@H]1O)OC)(C)C)OC1=CC=C2C=C(C(OC2=C1C)=O)NC(C1=CC=C(C=C1)OC)=O (N-(7-((2R,3R,4S,5R)-3,4-Dihydroxy-5-methoxy-6,6-dimethyltetrahydro-2H-pyran-2-yloxy)-8-methyl-2-oxo-2H-chromen-3-yl)-4-methoxybenzamide), [OH-].[Li+] (lithium hydroxide), C1CCOC1.CO.O (THF MeOH H2O), [Cl-].[NH4+] (ammonium chloride). Yields the product CO[C@@H]1[C@@H]2[C@H]([C@@H](OC1(C)C)OC1=CC=C3C=C(C(OC3=C1C)=O)NC(C1=CC(=CC=C1)[N+](=O)[O-])=O)OC(O2)=O (N-(7-((3aR,4R,7R,7aR)-7-Methoxy-6,6-dimethyl-2-oxotetrahydro-3aH-[1,3]dioxolo[4,5-c]pyran-4-yloxy)-8-methyl-2-oxo-2H-chromen-3-yl)-3-nitrobenzamide), 16b. Isolated yield 31.0%. As a reaction SMILES: [OH:1][C@@H:2]1[C@H:7]([OH:8])[C@@H:6]([O:9][CH3:10])[C:5]([CH3:12])([CH3:11])[O:4][C@H:3]1[O:13][C:14]1[C:23]([CH3:24])=[C:22]2[C:17]([CH:18]=[C:19]([NH:26][C:27](=[O:36])[C:28]3[CH:33]=[CH:32][C:31](OC)=[CH:30][CH:29]=3)[C:20](=[O:25])[O:21]2)=[CH:16][CH:15]=1.[OH-:37].[Li+].[Cl-].[NH4+:40].C1[CH2:45][O:44]CC1.C[OH:47].O>>[CH3:10][O:9][C@H:6]1[C:5]([CH3:12])([CH3:11])[O:4][C@@H:3]([O:13][C:14]2[C:23]([CH3:24])=[C:22]3[C:17]([CH:18]=[C:19]([NH:26][C:27](=[O:36])[C:28]4[CH:33]=[CH:32][CH:31]=[C:30]([N+:40]([O-:47])=[O:37])[CH:29]=4)[C:20](=[O:25])[O:21]3)=[CH:16][CH:15]=2)[C@@H:2]2[O:1][C:45](=[O:44])[O:8][C@H:7]12 |f:1.2,3.4,5.6.7|. Reported procedure: To a solution of substrate 11 (68 mg, 0.130 mmol) in THF:MeOH:H2O (1.5:1:1 mL) was added lithium hydroxide (27 mg, 0.65 mmol) at room temperature. The reaction mixture was stirred for 1 hour and neutralized with saturated ammonium chloride solution, extracted with ethyl acetate (3×5 mL), washed with brine. The combined organic layers were dried over anhydrous Na2SO4 and concentrated under vacuum. The residue was purified by column chromatography on silica using dichloromethane and methanol (96:4... Product: N1CC(C1)C1CCNC=2N1N=C(C2C(=O)N)C2=CC=C(C=C2)OC2=CC=CC=C2 (7-(Azetidin-3-yl)-2-(4-phenoxyphenyl)-4,5,6,7-tetrahydropyrazolo[1,5-a]pyrimidine-3-carboxamide). Procedure: The desired product was prepared from tert-butyl 3-acetylazetidine-1-carboxylate and 5-amino-3-(4-phenoxyphenyl)-1H-pyrazole-4-carbonitrile according to the procedures for 7-(3-aminophenyl)-2-(4-phenoxyphenyl)pyrazolo[1,5-a]pyrimidine-3-carbonitrile (step 4 to 5), compound 2 (step 1 and 2) and compound 38 (step 2), under appropriate conditions recognized by one of ordinary skill in the art. 1H NMR (DMSO-d6) δ 8.70 (br s, 1H), 8.44 (br s, 111), 7.50 (d, J=8.6 Hz, 2H), 7.45-7.40 (m, 2H), 7.18 (t, ... Starting materials: C(C)(=O)C1CN(C1)C(=O)OC(C)(C)C (tert-butyl 3-acetylazetidine-1-carboxylate), NC1=C(C(=NN1)C1=CC=C(C=C1)OC1=CC=CC=C1)C#N (5-amino-3-(4-phenoxyphenyl)-1H-pyrazole-4-carbonitrile), NC=1C=C(C=CC1)C1=CC=NC=2N1N=C(C2C#N)C2=CC=C(C=C2)OC2=CC=CC=C2 (7-(3-aminophenyl)-2-(4-phenoxyphenyl)pyrazolo[1,5-a]pyrimidine-3-carbonitrile), ClCCC(=O)NC=1C=C(C=CC1)C1CCNC=2N1N=C(C2C(=O)N)C2=CC=C(C=C2)OC2=CC=CC=C2 (7-(3-(3-chloropropanamido)phenyl)-2-(4-phenoxyphenyl)-4,5,6,7-tetrahydropyrazolo[1,5-a]pyrimidine-3-carboxamide), compound 38. RXN SMILES: [C:1]([CH:4]1[CH2:7][N:6](C(OC(C)(C)C)=O)[CH2:5]1)(=O)[CH3:2].NC1NN=C(C2C=CC(OC3C=CC=CC=3)=CC=2)C=1C#N.NC1C=C(C2N3N=C(C4C=CC(OC5C=CC=CC=5)=CC=4)C(C#N)=C3N=CC=2)C=CC=1.ClCCC(NC1C=C(C2[N:84]3[N:85]=[C:86]([C:91]4[CH:96]=[CH:95][C:94]([O:97][C:98]5[CH:103]=[CH:102][CH:101]=[CH:100][CH:99]=5)=[CH:93][CH:92]=4)[C:87]([C:88]([NH2:90])=[O:89])=[C:83]3[NH:82][CH2:81]C2)C=CC=1)=O>>[NH:6]1[CH2:5][CH:4]([CH:1]2[N:84]3[N:85]=[C:86]([C:91]4[CH:96]=[CH:95][C:94]([O:97][C:98]5[CH:103]=[CH:102][CH:101]=[CH:100][CH:99]=5)=[CH:93][CH:92]=4)[C:87]([C:88]([NH2:90])=[O:89])=[C:83]3[NH:82][CH2:81][CH2:2]2)[CH2:7]1. Reactants: C(C)C=1C=C2C=CC=CN2C1C(C1=CC=C(C=C1)OS(=O)(=O)C1=CC=C(C)C=C1)=O (2-ethyl-3-(4-tosyloxy-benzoyl)-indolizine), [OH-].[Na+] (sodium hydroxide), Cl (hydrochloric acid). Solvent: C(C)O (ethanol), O (water), O (water). Product: C(C)C=1C=C2C=CC=CN2C1C(C1=CC=C(C=C1)O)=O (2-Ethyl-3-(4-hydroxy-benzoyl)-indolizine). As a reaction SMILES: [CH2:1]([C:3]1[CH:4]=[C:5]2[N:10]([C:11]=1[C:12](=[O:30])[C:13]1[CH:18]=[CH:17][C:16]([O:19]S(C3C=CC(C)=CC=3)(=O)=O)=[CH:15][CH:14]=1)[CH:9]=[CH:8][CH:7]=[CH:6]2)[CH3:2].[OH-].[Na+].Cl>C(O)C.O>[CH2:1]([C:3]1[CH:4]=[C:5]2[N:10]([C:11]=1[C:12](=[O:30])[C:13]1[CH:14]=[CH:15][C:16]([OH:19])=[CH:17][CH:18]=1)[CH:9]=[CH:8][CH:7]=[CH:6]2)[CH3:2] |f:1.2|. Reported procedure: In a 20-liter flask, a suspension of 1050 g (2.5 mols) of 2-ethyl-3-(4-tosyloxy-benzoyl)-indolizine in a solution of 420 g (10.5 mols) of sodium hydroxide dissolved in 8 l of ethanol and 4 l of water was refluxed for 6 hours. At the end of the reaction, the mixture was cooled, diluted with 2.5 l of water, neutralized with hydrochloric acid and the desired product was allowed to crystallize while being stirred. The product was then suction-filtered and dried under vacuum in a drying-oven maintain... The reactants are NC=1C=C(C(=O)C2=C(C(=O)OCC3=CC=CC=C3)C=CC=C2)C=CC1N (benzyl 2-(3,4-diaminobenzoyl)benzoate), COC(=O)NC(SC)=NC(=O)OC (1,3-bis(methoxy carbonyl)-2-methyl-2-thiopseudourea). Run in C(C)(=O)O (acetic acid). Yields the product COC(NC1=NC2=C(N1)C=CC(=C2)C(C2=C(C=CC=C2)C(=O)CC2=CC=CC=C2)=O)=O ([5-(2-benzylcarbanoyl-benzoyl)-1H-benzoimidazol-2-yl]-carbamic acid methyl ester). RXN SMILES: [NH2:1][C:2]1[CH:3]=[C:4]([CH:23]=[CH:24][C:25]=1[NH2:26])[C:5]([C:7]1[CH:22]=[CH:21][CH:20]=[CH:19][C:8]=1[C:9]([O:11]CC1C=CC=CC=1)=O)=[O:6].[CH3:27][O:28][C:29]([NH:31][C:32](=NC(OC)=O)SC)=[O:30]>C(O)(=O)C>[CH3:27][O:28][C:29](=[O:30])[NH:31][C:32]1[NH:26][C:25]2[CH:24]=[CH:23][C:4]([C:5](=[O:6])[C:7]3[CH:22]=[CH:21][CH:20]=[CH:19][C:8]=3[C:9]([CH2:5][C:4]3[CH:23]=[CH:24][CH:25]=[CH:2][CH:3]=3)=[O:11])=[CH:3][C:2]=2[N:1]=1. Procedure: A solution of benzyl 2-(3,4-diaminobenzoyl)benzoate (25 g, 72 mmole) and 1,3-bis(methoxy carbonyl)-2-methyl-2-thiopseudourea (19.3 g, 94 mmole) in acetic acid (100 ml) was heated to 75° C. for 45 minutes. The solution was cooled to room temperature and concentrated in-vacuo. The resultant oil was diluted in ethyl acetate (300 mL) and washed with 1N sodium hydroxide (200 mL), water (2×200 mL), dried over sodium sulfate, filtered and concentrated in-vacuo. The resultant solid was re-crystallized u...